This data is from the Open Reaction Database (ORD), a public repository of structured organic reaction records. The task is: describe an organic reaction: reactants, conditions, products, and yield Run in CC(=O)C (acetone), CCOCC (ether). Starting materials: OC1=CC=C(C=C1)C1(CCCCC1)C#N (1-(4-Hydroxyphenyl)cyclohexanecarbonitrile), ClCCCN1CCCC1 (1-(3-chloro-propyl)-pyrrolidine), [I-].[Na+] (sodium iodide), C(=O)([O-])[O-].[K+].[K+] (K2CO3). Yield: 50.8%. Yields the product N1(CCCC1)CCCOC1=CC=C(C=C1)C1(CCCCC1)C#N (1-[4-(3-pyrrolidin-1-ylpropoxy)phenyl]cyclohexanecarbonitrile). Procedure: 1-(4-Hydroxyphenyl)cyclohexanecarbonitrile (1.70 g, 8.45 mmol), 1-(3-chloro-propyl)-pyrrolidine (1.87 g, 12.67 mmol), acetone (50 mL), sodium iodide (0.444 g, 2.96 mmol) and K2CO3 (5.45 g, 39.44 mmol) were heated to 50° C. overnight. The solvent was evaporated and the crude product was taken into DCM, washed with 0.5N NaOH, extracted with 0.5N HCl solution and washed with DCM. The aqueous layer was basified with 0.5N NaOH and extracted with DCM. The combined organic extracts were dried over Na2S... As a reaction SMILES: [OH:1][C:2]1[CH:7]=[CH:6][C:5]([C:8]2([C:14]#[N:15])[CH2:13][CH2:12][CH2:11][CH2:10][CH2:9]2)=[CH:4][CH:3]=1.Cl[CH2:17][CH2:18][CH2:19][N:20]1[CH2:24][CH2:23][CH2:22][CH2:21]1.[I-].[Na+].C([O-])([O-])=O.[K+].[K+]>CCOCC.CC(C)=O>[N:20]1([CH2:19][CH2:18][CH2:17][O:1][C:2]2[CH:3]=[CH:4][C:5]([C:8]3([C:14]#[N:15])[CH2:13][CH2:12][CH2:11][CH2:10][CH2:9]3)=[CH:6][CH:7]=2)[CH2:24][CH2:23][CH2:22][CH2:21]1 |f:2.3,4.5.6|. Run at temperature 0 celsius, time 30 minute. The solvent is ClCCl (dichloromethane), O (water). Procedure: A 0° C. solution of tert-butyl (1S,4S)-5-{[(1S,3R)-3-amino-1-(2,2-difluoroethyl)cyclopentyl]carbonyl}-2,5-diazabicyclo[2.2.1]heptane-2-carboxylate (3.45 g, 9.2 mmol) in dichloromethane (50 ml) was treated with sodium triacetoxyborohydride (5.34 g, 25.2 mmol) and (3R)-3-methoxytetrahydro-4H-pyran-4-one (2.31 g, 17.8 mmol). The reaction was stirred under nitrogen at 0° C. for 30 minutes then allowed to warm to room temperature and stirred for 47 hours. The reaction was treated with 2.5N NaOH (35 m... Starting materials: N[C@H]1C[C@@](CC1)(CC(F)F)C(=O)N1[C@@H]2CN([C@H](C1)C2)C(=O)OC(C)(C)C (tert-butyl (1S,4S)-5-{[(1S,3R)-3-amino-1-(2,2-difluoroethyl)cyclopentyl]carbonyl}-2,5-diazabicyclo[2.2.1]heptane-2-carboxylate), C(C)(=O)O[BH-](OC(C)=O)OC(C)=O.[Na+] (sodium triacetoxyborohydride), CO[C@@H]1COCCC1=O ((3R)-3-methoxytetrahydro-4H-pyran-4-one), [OH-].[Na+] (NaOH). As a reaction SMILES: [NH2:1][C@@H:2]1[CH2:6][CH2:5][C@@:4]([C:11]([N:13]2[CH2:18][C@@H:17]3[CH2:19][C@H:14]2[CH2:15][N:16]3[C:20]([O:22][C:23]([CH3:26])([CH3:25])[CH3:24])=[O:21])=[O:12])([CH2:7][CH:8]([F:10])[F:9])[CH2:3]1.C(O[BH-](OC(=O)C)OC(=O)C)(=O)C.[Na+].[CH3:41][O:42][C@H:43]1[C:48](=O)[CH2:47][CH2:46][O:45][CH2:44]1.[OH-].[Na+]>ClCCl.O>[C:23]([O:22][C:20]([N:16]1[CH2:15][C@@H:14]2[CH2:19][C@H:17]1[CH2:18][N:13]2[C:11]([C@@:4]1([CH2:7][CH:8]([F:9])[F:10])[CH2:5][CH2:6][C@@H:2]([NH:1][C@@H:48]2[C@H:43]([O:42][CH3:41])[CH2:44][O:45][CH2:46][CH2:47]2)[CH2:3]1)=[O:12])=[O:21])([CH3:26])([CH3:25])[CH3:24] |f:1.2,4.5|. The yield is 47.5%. The product is C(C)(C)(C)OC(=O)N1[C@@H]2CN([C@H](C1)C2)C(=O)[C@@]2(C[C@@H](CC2)N[C@H]2CCOC[C@H]2OC)CC(F)F (1,5-anhydro-3-{[(1R,3S)-3-{[(1S,4S)-5-(tert-butoxycarbonyl)-2,5-diazabicyclo[2.2.1]hept-2-yl]carbonyl}-3-(2,2-difluoroethyl)cyclopentyl]amino}-2,3-dideoxy-4-O-methyl-D-erythro-pentitol). The reactants are BrCc1ccccc1CCc1ccc(Br)cc1, CCO, N#C[K]. Product: N#CCc1ccccc1CCc1ccc(Br)cc1. RXN SMILES: [Br:1][c:2]1[cH:3][cH:4][c:5]([CH2:6][CH2:7][c:8]2[c:9]([CH2:10][Br:11])[cH:12][cH:13][cH:14][cH:15]2)[cH:16][cH:17]1.[CH3:21][CH2:22][OH:23].[K:18][C:19]#[N:20]>>[Br:1][c:2]1[cH:3][cH:4][c:5]([CH2:6][CH2:7][c:8]2[c:9]([CH2:10][C:19]#[N:20])[cH:12][cH:13][cH:14][cH:15]2)[cH:16][cH:17]1. The reactants are NC(=O)CCC(=O)NBr, COc1cc(C)c(Br)c(C)c1, ClC(Cl)(Cl)Cl, ClCCl, CC(C)(C#N)N=NC(C)(C)C#N. Yields the product COc1cc(C)c(Br)c(CBr)c1. RXN SMILES: [Br:12][NH:13][C:14](=[O:15])[CH2:16][CH2:17][C:18]([NH2:19])=[O:20].[Br:1][c:2]1[c:3]([CH3:11])[cH:4][c:5]([O:9][CH3:10])[cH:6][c:7]1[CH3:8].[Cl:33][C:34]([Cl:35])([Cl:36])[Cl:37].[Cl:38][CH2:39][Cl:40].[N:21]#[C:22][C:23]([N:24]=[N:25][C:26]([C:27]#[N:28])([CH3:29])[CH3:30])([CH3:31])[CH3:32]>>[Br:1][c:2]1[c:3]([CH2:11][Br:12])[cH:4][c:5]([O:9][CH3:10])[cH:6][c:7]1[CH3:8]. Reactants: CO, Cc1cncc2[nH]c3c([N+](=O)[O-])cc(Cl)cc3c12, [Pt]. The product is Cc1cncc2[nH]c3c(N)cc(Cl)cc3c12. RXN SMILES: [CH3:19][OH:20].[Cl:1][c:2]1[cH:3][c:4]2[c:5]3[c:6]([CH3:18])[cH:7][n:8][cH:9][c:10]3[nH:11][c:12]2[c:13]([N+:15]([O-:16])=[O:17])[cH:14]1.[Pt:21]>>[Cl:1][c:2]1[cH:3][c:4]2[c:5]3[c:6]([CH3:18])[cH:7][n:8][cH:9][c:10]3[nH:11][c:12]2[c:13]([NH2:15])[cH:14]1. Starting materials: ClC(C(=O)O)(Cl)Cl (trichloroacetic acid), ClC=1C=C(ONC(N(C)C)=O)C=C(C1)Cl (3-(3,5-dichlorophenoxy)-1,1-dimethyl urea). The solvent is C(C)OCC (diethyl ether), C(C)OCC (diethyl ether). Reaction conditions: time 24 hour. The product is ClC(C(=O)O)(Cl)Cl.ClC=1C=C(ONC(N(C)C)=O)C=C(C1)Cl (3-(3,5-Dichlorophenoxy)-1,1-dimethyl urea trichloroacetate), crystals. The yield is 95.0%. As a reaction SMILES: [Cl:1][C:2]1[CH:3]=[C:4]([CH:12]=[C:13]([Cl:15])[CH:14]=1)[O:5][NH:6][C:7](=[O:11])[N:8]([CH3:10])[CH3:9].[Cl:16][C:17]([Cl:22])([Cl:21])[C:18]([OH:20])=[O:19]>C(OCC)C>[Cl:16][C:17]([Cl:22])([Cl:21])[C:18]([OH:20])=[O:19].[Cl:1][C:2]1[CH:3]=[C:4]([CH:12]=[C:13]([Cl:15])[CH:14]=1)[O:5][NH:6][C:7](=[O:11])[N:8]([CH3:10])[CH3:9] |f:3.4|. Procedure details: 2.25 g (9 mmole) of 3-(3,5-dichlorophenoxy)-1,1-dimethyl urea was dissolved in 300 ml of diethyl ether, and then 50 ml of a diethyl ether solution containing 1.47 g (9 mmole) of trichloroacetic acid was added. The mixture was stirred at a temperature of from 25° to 30° C. for 24 hours. Diethyl ether was distilled off and ml of hexane was added. The crystals thereby precipitated were collected by filtration and dried, whereby 3.52 g of the desired product was obtained as colorless acicular crysta...